From a dataset of the Open Reaction Database (ORD), a public repository of structured organic reaction records. describe an organic reaction: reactants, conditions, products, and yield Reported procedure: 15.3 parts of phosphoryl trichloride are added to a mixture of 14 parts of 2-amino-3-cyano-4-hydroxythiophene, 7.9 parts of pyridine and 70 parts of tetrahydrofuran, and the mixture is then heated at the boil for 1 hour. After cooling, the mixture is poured onto water and left to stand overnight, and the precipitate is filtered off under suction, washed with water and dried. 9.4 parts (60% of theory) of 2-amino-4-chloro-3-cyanothiophene are obtained. The yield is 60.0%. Reaction SMILES: P(Cl)(Cl)([Cl:3])=O.[NH2:6][C:7]1[S:8][CH:9]=[C:10](O)[C:11]=1[C:12]#[N:13].N1C=CC=CC=1>O1CCCC1>[NH2:6][C:7]1[S:8][CH:9]=[C:10]([Cl:3])[C:11]=1[C:12]#[N:13]. Conditions: time 8 hour. Product: NC=1SC=C(C1C#N)Cl (2-amino-4-chloro-3-cyanothiophene). The solvent is O1CCCC1 (tetrahydrofuran). The reactants are P(=O)(Cl)(Cl)Cl (phosphoryl trichloride), 14, NC=1SC=C(C1C#N)O (2-amino-3-cyano-4-hydroxythiophene), N1=CC=CC=C1 (pyridine). Reactants: Oc1cncc(Cl)c1, Clc1ccccn1, CN(C)C=O. Product: Clc1cncc(Oc2ccccn2)c1. As a reaction SMILES: [Cl:1][c:2]1[cH:3][c:4]([OH:8])[cH:5][n:6][cH:7]1.[Cl:9][c:10]1[n:11][cH:12][cH:13][cH:14][cH:15]1.[O:16]=[CH:17][N:18]([CH3:19])[CH3:20]>>[Cl:1][c:2]1[cH:3][c:4]([O:8][c:10]2[n:11][cH:12][cH:13][cH:14][cH:15]2)[cH:5][n:6][cH:7]1. Reactants: C1(CCCCC1)C1=CC=CC(=N1)C(=O)O (6-cyclohexyl-pyridine-2-carboxylic acid), N1(CCCCC1)N (1-piperidinamine). Product: N1(CCCCC1)NC(=O)C1=NC(=CC=C1)C1CCCCC1 (6-Cyclohexyl-pyridine-2-carboxylic acid piperidin-1-ylamide). Reaction SMILES: [CH:1]1([C:7]2[N:12]=[C:11]([C:13]([OH:15])=O)[CH:10]=[CH:9][CH:8]=2)[CH2:6][CH2:5][CH2:4][CH2:3][CH2:2]1.[N:16]1([NH2:22])[CH2:21][CH2:20][CH2:19][CH2:18][CH2:17]1>>[N:16]1([NH:22][C:13]([C:11]2[CH:10]=[CH:9][CH:8]=[C:7]([CH:1]3[CH2:2][CH2:3][CH2:4][CH2:5][CH2:6]3)[N:12]=2)=[O:15])[CH2:21][CH2:20][CH2:19][CH2:18][CH2:17]1. Procedure: The title compound was synthesized in analogy to Example 1, using 6-cyclohexyl-pyridine-2-carboxylic acid (Example 7 b) and 1-piperidinamine (CAN 2213-43-6) as starting materials, MS (EI): 288.3 [M+H]+. As a reaction SMILES: [C:18](=[O:19])([O-:20])[O-:21].[CH2:24]([OH:25])[CH3:26].[ClH:15].[K+:22].[K+:23].[NH2:16][OH:17].[NH2:1][c:2]1[s:3][c:4]([C:13]#[N:14])[c:5](-[c:7]2[cH:8][cH:9][cH:10][cH:11][cH:12]2)[n:6]1.[OH2:27]>>[NH2:1][c:2]1[s:3][c:4]([C:13](=[NH:14])[NH:16][OH:17])[c:5](-[c:7]2[cH:8][cH:9][cH:10][cH:11][cH:12]2)[n:6]1. Starting materials: O=C([O-])[O-], CCO, Cl, [K+], [K+], NO, N#Cc1sc(N)nc1-c1ccccc1, O. The product is N=C(NO)c1sc(N)nc1-c1ccccc1.